This data is from the Open Reaction Database (ORD), a public repository of structured organic reaction records. The task is: describe an organic reaction: reactants, conditions, products, and yield The reactants are C1(=CC=CC=C1)C(C1=CC=CC=C1)OC(=O)C1=C(CS([C@H]2N1C([C@H]2NC(\C(=N/OC(C2=CC=CC=C2)(C2=CC=CC=C2)C2=CC=CC=C2)\C=2N=C(SC2)NC(=O)OC(C)(C)C)=O)=O)=O)SCSC=2N(N=CN2)C (7β-[(Z)-2-(2-t-butoxycarbonylaminothiazol-4-yl)-2-trityloxyiminoacetylamino]-3-(2-methyl-1,2,4-triazol-3-ylthiomethylthio)-3-cephem-4-carboxylic acid diphenylmethyl ester 1-oxide), P(Cl)(Cl)Cl (phosphorus trichloride), C(O)([O-])=O.[Na+] (sodium hydrogen carbonate), C(C)(=O)OCC (ethyl acetate). Solvent: CN(C=O)C (dimethylformamide). Run at time 20 minute. Product: C1(=CC=CC=C1)C(C1=CC=CC=C1)OC(=O)C1=C(CS[C@H]2N1C([C@H]2NC(\C(=N/OC(C2=CC=CC=C2)(C2=CC=CC=C2)C2=CC=CC=C2)\C=2N=C(SC2)NC(=O)OC(C)(C)C)=O)=O)SCSC=2N(N=CN2)C (7β-[(Z)-2-(2-t-butoxycarbonylaminothiazol-4-yl)-2-trityloxyiminoacetylamino]-3-(2-methyl-1,2,4-triazol-3-ylthiomethylthio)-3-cephem-4-carboxylic acid diphenylmethyl ester). Isolated yield 94.1%. As a reaction SMILES: [C:1]1([CH:7]([O:14][C:15]([C:17]2[N:22]3[C:23](=[O:63])[C@@H:24]([NH:25][C:26](=[O:62])/[C:27](/[C:49]4[N:50]=[C:51]([NH:54][C:55]([O:57][C:58]([CH3:61])([CH3:60])[CH3:59])=[O:56])[S:52][CH:53]=4)=[N:28]\[O:29][C:30]([C:43]4[CH:48]=[CH:47][CH:46]=[CH:45][CH:44]=4)([C:37]4[CH:42]=[CH:41][CH:40]=[CH:39][CH:38]=4)[C:31]4[CH:36]=[CH:35][CH:34]=[CH:33][CH:32]=4)[C@H:21]3[S:20](=O)[CH2:19][C:18]=2[S:65][CH2:66][S:67][C:68]2[N:69]([CH3:73])[N:70]=[CH:71][N:72]=2)=[O:16])[C:8]2[CH:13]=[CH:12][CH:11]=[CH:10][CH:9]=2)[CH:6]=[CH:5][CH:4]=[CH:3][CH:2]=1.P(Cl)(Cl)Cl.C(=O)([O-])O.[Na+].C(OCC)(=O)C>CN(C)C=O>[C:1]1([CH:7]([O:14][C:15]([C:17]2[N:22]3[C:23](=[O:63])[C@@H:24]([NH:25][C:26](=[O:62])/[C:27](/[C:49]4[N:50]=[C:51]([NH:54][C:55]([O:57][C:58]([CH3:61])([CH3:60])[CH3:59])=[O:56])[S:52][CH:53]=4)=[N:28]\[O:29][C:30]([C:37]4[CH:42]=[CH:41][CH:40]=[CH:39][CH:38]=4)([C:43]4[CH:48]=[CH:47][CH:46]=[CH:45][CH:44]=4)[C:31]4[CH:32]=[CH:33][CH:34]=[CH:35][CH:36]=4)[C@H:21]3[S:20][CH2:19][C:18]=2[S:65][CH2:66][S:67][C:68]2[N:69]([CH3:73])[N:70]=[CH:71][N:72]=2)=[O:16])[C:8]2[CH:13]=[CH:12][CH:11]=[CH:10][CH:9]=2)[CH:2]=[CH:3][CH:4]=[CH:5][CH:6]=1 |f:2.3|. Procedure: To a solution of 7β-[(Z)-2-(2-t-butoxycarbonylaminothiazol-4-yl)-2-trityloxyiminoacetylamino]-3-(2-methyl-1,2,4-triazol-3-ylthiomethylthio)-3-cephem-4-carboxylic acid diphenylmethyl ester 1-oxide (1.73 g: 1.64 mMol.) in dimethylformamide (15 ml) is added at -20° C. phosphorus trichloride (0.41 ml: 4.08 mMol.), and the mixture is stirred at the same temperature for 20 minutes. The reaction mixture is poured into cold two layers of aqueous sodium hydrogen carbonate and ethyl acetate and stirred. T... Reactants: CC(=O)[O-], CC(=O)O, O=C(OO)c1cccc(Cl)c1, O=C(O)c1cccc(Cl)c1, ClCCl, CC1(C)CC(c2ccc(F)cc2)=C(c2ccc(S(N)(=O)=O)cc2)C1, [Na+], O. Product: CC1(C)C=C(c2ccc(F)cc2)C(c2ccc(S(N)(=O)=O)cc2)=C1. As a reaction SMILES: [CH3:47][C:48](=[O:49])[O-:50].[CH3:54][C:55](=[O:56])[OH:57].[Cl:25][c:26]1[cH:27][c:28]([C:32]([O:33][OH:34])=[O:35])[cH:29][cH:30][cH:31]1.[Cl:36][c:37]1[cH:38][c:39]([C:43]([OH:44])=[O:45])[cH:40][cH:41][cH:42]1.[Cl:51][CH2:52][Cl:53].[F:1][c:2]1[cH:3][cH:4][c:5]([C:8]2=[C:9]([c:15]3[cH:16][cH:17][c:18]([S:21](=[O:22])(=[O:23])[NH2:24])[cH:19][cH:20]3)[CH2:10][C:11]([CH3:13])([CH3:14])[CH2:12]2)[cH:6][cH:7]1.[Na+:46].[OH2:58]>>[F:1][c:2]1[cH:3][cH:4][c:5]([C:8]2=[CH:12][C:11]([CH3:13])([CH3:14])[CH:10]=[C:9]2[c:15]2[cH:16][cH:17][c:18]([S:21](=[O:22])(=[O:23])[NH2:24])[cH:19][cH:20]2)[cH:6][cH:7]1. The reactants are CC=1NC(=C(C(C1C(=O)OCC)C1=C(C=CC=C1)[N+](=O)[O-])C(=O)OCC)C(OCC)OCC (diethyl 2-methyl-4-(2-nitrophenyl)-6-diethoxymethyl-1,4-dihydropyridine-3,5-dicarboxylate), Cl (hydrochloric acid). Solvent: CC(=O)C (acetone). Conditions: time 30 minute. The product is CC=1NC(=C(C(C1C(=O)OCC)C1=C(C=CC=C1)[N+](=O)[O-])C(=O)OCC)C=O (diethyl 2-methyl-4-(2-nitrophenyl)-6-formyl-1,4-dihydropyridine-3,5-dicarboxylate). Isolated yield 96.9%. As a reaction SMILES: [CH3:1][C:2]1[NH:3][C:4]([CH:27](OCC)[O:28]CC)=[C:5]([C:22]([O:24][CH2:25][CH3:26])=[O:23])[CH:6]([C:13]2[CH:18]=[CH:17][CH:16]=[CH:15][C:14]=2[N+:19]([O-:21])=[O:20])[C:7]=1[C:8]([O:10][CH2:11][CH3:12])=[O:9].Cl>CC(C)=O>[CH3:1][C:2]1[NH:3][C:4]([CH:27]=[O:28])=[C:5]([C:22]([O:24][CH2:25][CH3:26])=[O:23])[CH:6]([C:13]2[CH:18]=[CH:17][CH:16]=[CH:15][C:14]=2[N+:19]([O-:21])=[O:20])[C:7]=1[C:8]([O:10][CH2:11][CH3:12])=[O:9]. Reported procedure: To a solution of diethyl 2-methyl-4-(2-nitrophenyl)-6-diethoxymethyl-1,4-dihydropyridine-3,5-dicarboxylate (1.1563 g) in acetone (10 ml) was added 6N-hydrochloric acid (2.5 ml) and stirred at room temperature for 30 minutes. After removing acetone, water was added to the residue and neutralized with aqueous solution of sodium bicarbonate. The precipitated solid was collected by filtration, washed with water and then dried to give yellowish powder of diethyl 2-methyl-4-(2-nitrophenyl)-6-formyl-1,...